describe an organic reaction: reactants, conditions, products, and yield From a dataset of the Open Reaction Database (ORD), a public repository of structured organic reaction records. Yields the product COc1cccc(C2(O)CCCN(C(=O)c3cccc(C(F)(F)F)c3)C2)c1. Reactants: COc1cccc(C2(O)CCCNC2)c1, O=C(Cl)c1cccc(C(F)(F)F)c1. Reaction SMILES: [CH3:14][O:15][c:16]1[cH:17][c:18]([C:22]2([OH:28])[CH2:23][NH:24][CH2:25][CH2:26][CH2:27]2)[cH:19][cH:20][cH:21]1.[F:1][C:2]([c:3]1[cH:4][c:5]([C:6](=[O:7])[Cl:8])[cH:9][cH:10][cH:11]1)([F:12])[F:13]>>[F:1][C:2]([c:3]1[cH:4][c:5]([C:6](=[O:7])[N:24]2[CH2:23][C:22]([c:18]3[cH:17][c:16]([O:15][CH3:14])[cH:21][cH:20][cH:19]3)([OH:28])[CH2:27][CH2:26][CH2:25]2)[cH:9][cH:10][cH:11]1)([F:12])[F:13]. Reactants: CCOC(=O)c1noc(-c2cc(Br)c(O)c(Br)c2)n1, C[Al](C)C, CCCCCC, ClC(Cl)Cl, NCc1cccc(OC(F)(F)F)c1, O. Yields the product O=C(NCc1cccc(OC(F)(F)F)c1)c1noc(-c2cc(Br)c(O)c(Br)c2)n1. RXN SMILES: [Br:18][c:19]1[cH:20][c:21](-[c:27]2[n:28][c:29]([C:32](=[O:33])[O:34][CH2:35][CH3:36])[n:30][o:31]2)[cH:22][c:23]([Br:26])[c:24]1[OH:25].[CH3:1][Al:2]([CH3:3])[CH3:4].[CH3:38][CH2:39][CH2:40][CH2:41][CH2:42][CH3:43].[CH:44]([Cl:45])([Cl:46])[Cl:47].[F:5][C:6]([O:7][c:8]1[cH:9][c:10]([CH2:11][NH2:12])[cH:13][cH:14][cH:15]1)([F:16])[F:17].[OH2:37]>>[F:5][C:6]([O:7][c:8]1[cH:9][c:10]([CH2:11][NH:12][C:32]([c:29]2[n:28][c:27](-[c:21]3[cH:20][c:19]([Br:18])[c:24]([OH:25])[c:23]([Br:26])[cH:22]3)[o:31][n:30]2)=[O:33])[cH:13][cH:14][cH:15]1)([F:16])[F:17]. The reactants are C1(=CC=CC=C1)C1(C=CC2=C(O1)C1=CC=CC=C1C(=C2C(=O)OC)OC)C2=CC=CC=C2 (2,2-diphenyl-5-methoxycarbonyl-6-methoxy-2H-naphtho[1,2-b]pyran), O1CCCC1 (tetrahydrofuran), C(=C)[Mg]Br (Vinyl magnesium bromide), Cl (hydrochloric acid). The solvent is CCOCC (ether). Reaction conditions: time 2 hour. Yields the product C1(=CC=CC=C1)C1(C=CC2=C(O1)C1=CC=CC=C1C(=C2C(=O)OC)C=C)C2=CC=CC=C2 (2,2-diphenyl-5-methoxycarbonyl-6-vinyl-2H-naphtho[1,2-b]pyran). As a reaction SMILES: [C:1]1([C:7]2([C:27]3[CH:32]=[CH:31][CH:30]=[CH:29][CH:28]=3)[O:12][C:11]3[C:13]4[C:18]([C:19](OC)=[C:20]([C:21]([O:23][CH3:24])=[O:22])[C:10]=3[CH:9]=[CH:8]2)=[CH:17][CH:16]=[CH:15][CH:14]=4)[CH:6]=[CH:5][CH:4]=[CH:3][CH:2]=1.O1CC[CH2:35][CH2:34]1.C([Mg]Br)=C.Cl>CCOCC>[C:1]1([C:7]2([C:27]3[CH:28]=[CH:29][CH:30]=[CH:31][CH:32]=3)[O:12][C:11]3[C:13]4[C:18]([C:19]([CH:34]=[CH2:35])=[C:20]([C:21]([O:23][CH3:24])=[O:22])[C:10]=3[CH:9]=[CH:8]2)=[CH:17][CH:16]=[CH:15][CH:14]=4)[CH:2]=[CH:3][CH:4]=[CH:5][CH:6]=1. Reported procedure: 2,2-diphenyl-5-methoxycarbonyl-6-methoxy-2H-naphtho[1,2-b]pyran (4.22 grams) was added to a reaction flask containing tetrahydrofuran (THF) (50 milliliters (mL)). Vinyl magnesium bromide solution (20 mL of 2.0 molar in tetrahydrofuran) was injected slowly into the solution. After stirring at room temperature for two hours, the reaction mixture was poured into a beaker containing a mixture of ice, hydrochloric acid and ether. The ether layer was separated, washed with water twice and dried over a... Reactants: ClC=1N=C2N(C(C1)=O)C[C@](N2)(C(F)(F)F)C ((2S)-7-chloro-2-methyl-2-(trifluoromethyl)-2,3-dihydroimidazo[1,2-a]pyrimidin-5(1H)-one), N1CCOCC1 (morpholine). Reaction conditions: temperature 120 celsius. Product: C[C@@]1(NC=2N(C(C=C(N2)N2CCOCC2)=O)C1)C(F)(F)F ((2S)-2-methyl-7-(morpholin-4-yl)-2-(trifluoromethyl)-2,3-dihydroimidazo[1,2-a]pyrimidin-5(1H)-one). As a reaction SMILES: Cl[C:2]1[N:3]=[C:4]2[NH:11][C@:10]([CH3:16])([C:12]([F:15])([F:14])[F:13])[CH2:9][N:5]2[C:6](=[O:8])[CH:7]=1.[NH:17]1[CH2:22][CH2:21][O:20][CH2:19][CH2:18]1>>[CH3:16][C@@:10]1([C:12]([F:15])([F:14])[F:13])[CH2:9][N:5]2[C:6](=[O:8])[CH:7]=[C:2]([N:17]3[CH2:22][CH2:21][O:20][CH2:19][CH2:18]3)[N:3]=[C:4]2[NH:11]1. Procedure: A mixture of 2.2 g of (2S)-7-chloro-2-methyl-2-(trifluoromethyl)-2,3-dihydroimidazo[1,2-a]pyrimidin-5(1H)-one in 60 mL of morpholine is heated to 120° C. After one hour of heating and after monitoring with LC/MS, the reaction is completed. After cooling, the reaction mixture is concentrated under reduced pressure. On the obtained residue, 30 mL of cold water and 150 mL of ethyl acetate are added. The organic phase is then separated, dried on magnesium sulfate, filtered and then concentrated unde... The reactants are ClC1=CC(=NC2=CC=CC=C12)N (4-chloro-quinolin-2-ylamine), C1NCCC2=CC=CC=C12 (1,2,3,4-tetrahydroisoquinoline). Product: C1N(CCC2=CC=CC=C12)C1=CC(=NC2=CC=CC=C12)N (4-(3,4-Dihydro-1H-isoquinolin-2-yl)-quinolin-2-ylamine). As a reaction SMILES: Cl[C:2]1[C:11]2[C:6](=[CH:7][CH:8]=[CH:9][CH:10]=2)[N:5]=[C:4]([NH2:12])[CH:3]=1.[CH2:13]1[C:22]2[C:17](=[CH:18][CH:19]=[CH:20][CH:21]=2)[CH2:16][CH2:15][NH:14]1>>[CH2:13]1[C:22]2[C:17](=[CH:18][CH:19]=[CH:20][CH:21]=2)[CH2:16][CH2:15][N:14]1[C:2]1[C:11]2[C:6](=[CH:7][CH:8]=[CH:9][CH:10]=2)[N:5]=[C:4]([NH2:12])[CH:3]=1. Procedure details: The title compound, MS: m/e=276.3 (M+H+), was prepared from 4-chloro-quinolin-2-ylamine and 1,2,3,4-tetrahydroisoquinoline. The reactants are C12C(C3CC(CC(C1)C3)C2)NC(=O)N2C=NCC2 (4H-Imidazole-1-carboxylic acid adamantan-2-ylamide), COC(C1=CC=C(C=C1)OCCNC)=O (4-(2-Methylamino-ethoxy)-benzoic acid methyl ester), O (Water). Run in C(Cl)Cl (methylene chloride). Yields the product COC(C1=CC=C(C=C1)OCCN(C(=O)NC1C2CC3CC(CC1C3)C2)C)=O (4-[2-(3-Adamantan-2-yl-1-methyl-ureido)-ethoxy]-benzoic acid methyl ester). RXN SMILES: [CH:1]12[CH2:10][CH:5]3[CH2:6][CH:7]([CH2:9][CH:3]([CH2:4]3)[CH:2]1[NH:11][C:12]([N:14]1[CH2:18][CH2:17]N=[CH:15]1)=[O:13])[CH2:8]2.[CH3:19][O:20][C:21](=[O:33])[C:22]1[CH:27]=[CH:26][C:25]([O:28]CCNC)=[CH:24][CH:23]=1.O>C(Cl)Cl>[CH3:19][O:20][C:21](=[O:33])[C:22]1[CH:27]=[CH:26][C:25]([O:28][CH2:17][CH2:18][N:14]([CH3:15])[C:12]([NH:11][CH:2]2[CH:1]3[CH2:8][CH:7]4[CH2:6][CH:5]([CH2:4][CH:3]2[CH2:9]4)[CH2:10]3)=[O:13])=[CH:24][CH:23]=1. Procedure: A solution of 4H-Imidazole-1-carboxylic acid adamantan-2-ylamide 0.5 g (2.04 mmol) and 4-(2-Methylamino-ethoxy)-benzoic acid methyl ester 426.8 mg (2.04 mmol) in methylene chloride 10 ml was stirred at room temperature for 2 days. Water was added, the organic phase extracted, dried and concentrated to dryness. The residue was purified by flash chromatography on silica gel (eluant DCM/MeOH: 100/0 to 95/05) yielding 596 mg as white solid. The reactants are BrC=1C=CC(=C(C1)OS(=O)(=O)C)C(CC)=O (Methanesulfonic acid 5-bromo-2-propionyl-phenyl ester), Cl.COC1=CC=C(C=C1)NN (4-methoxyphenylhydrazine hydrochloride), C(C)(=O)[O-].[Na+] (sodium acetate). The solvent is xylenes, ClCCl (dichloromethane). Reaction conditions: temperature 135 celsius. The product is BrC1=CC=C2C(=NN(C2=C1)C1=CC=C(C=C1)OC)CC (6-bromo-3-ethyl-1-(4-methoxy-phenyl)-1H-indazole). Isolated yield 39.6%. RXN SMILES: [Br:1][C:2]1[CH:3]=[CH:4][C:5]([C:13](=O)[CH2:14][CH3:15])=[C:6](OS(C)(=O)=O)[CH:7]=1.Cl.[CH3:18][O:19][C:20]1[CH:25]=[CH:24][C:23]([NH:26][NH2:27])=[CH:22][CH:21]=1.C([O-])(=O)C.[Na+]>ClCCl>[Br:1][C:2]1[CH:7]=[C:6]2[C:5]([C:13]([CH2:14][CH3:15])=[N:27][N:26]2[C:23]2[CH:24]=[CH:25][C:20]([O:19][CH3:18])=[CH:21][CH:22]=2)=[CH:4][CH:3]=1 |f:1.2,3.4|. Procedure details: Methanesulfonic acid 5-bromo-2-propionyl-phenyl ester (5.00 g, 16.3 mmol) was combined with 4-methoxyphenylhydrazine hydrochloride (4.00 g, 22.9 mmol) and sodium acetate (4.01 g, 48.9 mmol) in xylenes (30 mL). The reaction mixture was heated to 135° C. for 36 hours using a Dean Stark apparatus. The reaction was cooled to room temperature, diluted with dichloromethane (50 mL), and washed with water (50 mL) and 1N aqueous hydrochloric acid (50 mL). The organic extract were dried over magnesium sul...